Dataset: the Open Reaction Database (ORD), a public repository of structured organic reaction records. Task: describe an organic reaction: reactants, conditions, products, and yield The reactants are N1CCOCC1 (morpholine), C(#N)C1=CNC2=CC=C(C=C12)CCNC(C1=CC=C(C=C1)C1=NC(=NC=C1)Cl)=O (N-[2-(3-Cyano-1H-indol-5-yl)-ethyl]-4-[2-chloro-pyrimidin-4-yl]-benzamide). Product: C(#N)C1=CNC2=CC=C(C=C12)CCNC(C1=CC=C(C=C1)C1=NC(=NC=C1)N1CCOCC1)=O (N-[2-(3-cyano-1H-indol-5-yl)-ethyl]-4-(2-morpholin-4-yl-pyrimidin-4-yl)-benzamide). As a reaction SMILES: [NH:1]1[CH2:6][CH2:5][O:4][CH2:3][CH2:2]1.[C:7]([C:9]1[C:17]2[C:12](=[CH:13][CH:14]=[C:15]([CH2:18][CH2:19][NH:20][C:21](=[O:35])[C:22]3[CH:27]=[CH:26][C:25]([C:28]4[CH:33]=[CH:32][N:31]=[C:30](Cl)[N:29]=4)=[CH:24][CH:23]=3)[CH:16]=2)[NH:11][CH:10]=1)#[N:8]>>[C:7]([C:9]1[C:17]2[C:12](=[CH:13][CH:14]=[C:15]([CH2:18][CH2:19][NH:20][C:21](=[O:35])[C:22]3[CH:27]=[CH:26][C:25]([C:28]4[CH:33]=[CH:32][N:31]=[C:30]([N:1]5[CH2:6][CH2:5][O:4][CH2:3][CH2:2]5)[N:29]=4)=[CH:24][CH:23]=3)[CH:16]=2)[NH:11][CH:10]=1)#[N:8]. Procedure details: Using morpholine and N-[2-(3-Cyano-1H-indol-5-yl)-ethyl]-4-[2-chloro-pyrimidin-4-yl]-benzamide (reference example 1az) as substrates. 1H NMR (DMSO) δ 2.98 (bt, 2H, J=7 Hz); 3.56 (m, 2H); 3.70 (bs, 4H); 3.79 (bs, 4H); 7.18 (d, 1H, J=9 Hz); 7.32 (d, 1H, J=5 Hz); 7.49 (m, 2H); 7.94 (d, 2H, J=8 Hz); 8.22 (m, 3H); 8.50 (d, 1H, J=5 Hz); 8.74 (bt, 1H); 12.20 (bs, 1H). MS (ion spray) m/z 453 (M+H)+.